This data is from the Open Reaction Database (ORD), a public repository of structured organic reaction records. The task is: describe an organic reaction: reactants, conditions, products, and yield Reactants: COC(CC1=C(NC2=NC=CC=C21)C)=O ((2-methyl-1H-pyrrolo[2,3-b]pyridin-3-yl)-acetic acid methyl ester), BrCC1=C(C=C(C=C1)S(=O)(=O)CC)Cl (1-bromomethyl-2-chloro-4-ethanesulfonyl-benzene), [I-].[Na+] (sodium iodide), [H-].[Na+] (sodium hydride), COC(CC1=C(N(C2=NC=CC=C21)CC2=C(C=C(C=C2)S(=O)(=O)CC)Cl)C)=O ([1-(2-Chloro-4-ethanesulfonyl-benzyl)-2-methyl-1H-pyrrolo[2,3-b]pyridin-3-yl]-acetic acid methyl ester), ice. Run in CN(C)C=O (DMF). Conditions: time 1.5 hour. The product is ClC1=C(CN2C(=C(C=3C2=NC=CC3)CC(=O)O)C)C=CC(=C1)S(=O)(=O)CC ([1-(2-Chloro-4-ethanesulfonyl-benzyl)-2-methyl-1H-pyrrolo[2,3-b]pyridin-3-yl]-acetic acid). RXN SMILES: C[O:2][C:3](=[O:28])[CH2:4][C:5]1[C:13]2[C:8](=[N:9][CH:10]=[CH:11][CH:12]=2)[N:7]([CH2:14][C:15]2[CH:20]=[CH:19][C:18]([S:21]([CH2:24][CH3:25])(=[O:23])=[O:22])=[CH:17][C:16]=2[Cl:26])[C:6]=1[CH3:27].COC(=O)CC1C2C(=NC=CC=2)NC=1C.[H-].[Na+].BrCC1C=CC(S(CC)(=O)=O)=CC=1Cl.[I-].[Na+]>CN(C=O)C>[Cl:26][C:16]1[CH:17]=[C:18]([S:21]([CH2:24][CH3:25])(=[O:22])=[O:23])[CH:19]=[CH:20][C:15]=1[CH2:14][N:7]1[C:8]2=[N:9][CH:10]=[CH:11][CH:12]=[C:13]2[C:5]([CH2:4][C:3]([OH:28])=[O:2])=[C:6]1[CH3:27] |f:2.3,5.6|. Reported procedure: [1-(2-Chloro-4-ethanesulfonyl-benzyl)-2-methyl-1H-pyrrolo[2,3-b]pyridin-3-yl]-acetic acid methyl ester: To an ice cooled (0° C.) stirred solution of (2-methyl-1H-pyrrolo[2,3-b]pyridin-3-yl)-acetic acid methyl ester ((2.68 g, 13.1 mmol) in dry DMF (95 ml) is added sodium hydride (577 mg of a 60% dispersion in mineral oil, 14.41 mmol). After stirring at room temperature for 1.5 hours, the reaction mixture is re-cooled to 0° C. and treated with 1-bromomethyl-2-chloro-4-ethanesulfonyl-benzene (6.6 g... The reactants are ClC1=NC=C(C(=N1)N[C@@H](CO)C)I ((R)-2-(2-chloro-5-iodopyrimidine-4-ylamino)propan-1-ol), S1C(=CC=C1)B(O)O (thiophen-2-boronic acid). The product is ClC1=NC=C(C(=N1)N[C@@H](CO)C)C=1SC=CC1 ((R)-2-(2-chloro-5-(2-thienyl)pyrimidine-4-ylamino)propan-1-ol). The yield is 70.0%. As a reaction SMILES: [Cl:1][C:2]1[N:7]=[C:6]([NH:8][C@H:9]([CH3:12])[CH2:10][OH:11])[C:5](I)=[CH:4][N:3]=1.[S:14]1[CH:18]=[CH:17][CH:16]=[C:15]1B(O)O>>[Cl:1][C:2]1[N:7]=[C:6]([NH:8][C@H:9]([CH3:12])[CH2:10][OH:11])[C:5]([C:15]2[S:14][CH:18]=[CH:17][CH:16]=2)=[CH:4][N:3]=1. Procedure: In the reaction of (R)-2-(2-chloro-5-iodopyrimidine-4-ylamino)propan-1-ol (400 mg, 1.3 mmol) with thiophen-2-boronic acid (e. g.: Aldrich, Acros, Apin) (179 mg, 1.4 mmol) according to procedure 3, the desired product is obtained in 70% yield (240 mg) after chromatographic purification (silica gel, ethyl acetate/hexane (0%-100% ethyl acetate)). Reactants: FC=1C=CC(=C(C1)O)[N+](=O)[O-] (5-fluoro-2-nitrophenol), C([O-])([O-])=O.[Cs+].[Cs+] (caesium carbonate), IC(C)C (2-iodopropane). The solvent is CN(C)C=O (DMF). Run at time 8 hour. Product: FC1=CC(=C(C=C1)[N+](=O)[O-])OC(C)C (4-fluoro-1-nitro-2-(propan-2-yloxy)benzene). As a reaction SMILES: [F:1][C:2]1[CH:3]=[CH:4][C:5]([N+:9]([O-:11])=[O:10])=[C:6]([OH:8])[CH:7]=1.C(=O)([O-])[O-].[Cs+].[Cs+].I[CH:19]([CH3:21])[CH3:20]>CN(C=O)C>[F:1][C:2]1[CH:3]=[CH:4][C:5]([N+:9]([O-:11])=[O:10])=[C:6]([O:8][CH:19]([CH3:21])[CH3:20])[CH:7]=1 |f:1.2.3|. Reported procedure: A mixture of 18.0 g of 5-fluoro-2-nitrophenol, 29.0 g of caesium carbonate and 13.7 ml of 2-iodopropane in 119 ml of DMF is stirred at ambient temperature overnight. The mixture is concentrated under vacuum and the residue is taken up with 250 ml of water and extracted twice with 250 ml of ethyl acetate. The organic phases are washed twice with 200 ml of a saturated sodium chloride solution, dried over magnesium sulfate and concentrated under vacuum, so as to obtain 17 g of crude product. The cr... Solvent: CC(=O)C (acetone). Product: C(C(=O)C)OC1=CC=C(C=C1)C=1CCC(NN1)=O (4,5-dihydro-6-(4-acetonyloxyphenyl)-3(2H)-pyridazinone). RXN SMILES: [OH:1][C:2]1[CH:7]=[CH:6][C:5]([C:8]2[CH2:9][CH2:10][C:11](=[O:14])[NH:12][N:13]=2)=[CH:4][CH:3]=1.Cl[CH2:16][C:17](=[O:19])[CH3:18].C(=O)([O-])[O-].[K+].[K+].[I-].[K+]>CC(C)=O>[CH2:16]([O:1][C:2]1[CH:7]=[CH:6][C:5]([C:8]2[CH2:9][CH2:10][C:11](=[O:14])[NH:12][N:13]=2)=[CH:4][CH:3]=1)[C:17]([CH3:18])=[O:19] |f:2.3.4,5.6|. Starting materials: OC1=CC=C(C=C1)C=1CCC(NN1)=O (4,5-dihydro-6-(p-hydroxyphenyl)-3(2H)pyridazinone), ClCC(C)=O (chloroacetone), C([O-])([O-])=O.[K+].[K+] (potassium carbonate), [I-].[K+] (potassium iodide). Reported procedure: A mixture of 4,5-dihydro-6-(p-hydroxyphenyl)-3(2H)pyridazinone (0.55 g), chloroacetone (0.32 g) and potassium carbonate (0.4 g), with a catalytic amount of potassium iodide, was stirred and heated under reflux in acetone (60 ml) for 16 hr. The solvent was evaporated and the residue partitioned between water and ethyl acetate. The organic layer was dried (MgSO4) and evaporated to a gum which was purified by chromatography on Silica gel. Elution with methanol-chloroform (4:96) gave 4,5-dihydro-6-(... Reactants: ClC1=CC=C(CN2C(=C(C3=CC(=CC=C23)O)SC(C)(C)C)CC(C(=O)OC)(C)C)C=C1 (methyl 3-[N-(p-chlorobenzyl)-3-(t-butylthio)-5-hydroxy-indol-2-yl]-2,2-dimethylpropanoate), C([O-])([O-])=O.[Cs+].[Cs+] (cesium carbonate), CS(=O)(=O)OC(C)C1=NC2=CC=CC=C2C=C1 (1-(Quinolin-2-yl)ethanol methanesulfonate), NH4OAc. Solvent: C(C)#N (acetonitrile), C(C)#N (acetonitrile). Conditions: temperature 70 celsius, time 1 hour. The product is ClC1=CC=C(CN2C(=C(C3=CC(=CC=C23)OC(C)C2=NC3=CC=CC=C3C=C2)SC(C)(C)C)CC(C(=O)OC)(C)C)C=C1 (Methyl 3-[N-(p-chlorobenzyl)-3-(t-butylthio)-5-[1-(quinolin-2-yl)ethoxy]indol-2-yl]-2,2-dimethylpropanoate). As a reaction SMILES: [Cl:1][C:2]1[CH:31]=[CH:30][C:5]([CH2:6][N:7]2[C:15]3[C:10](=[CH:11][C:12]([OH:16])=[CH:13][CH:14]=3)[C:9]([S:17][C:18]([CH3:21])([CH3:20])[CH3:19])=[C:8]2[CH2:22][C:23]([CH3:29])([CH3:28])[C:24]([O:26][CH3:27])=[O:25])=[CH:4][CH:3]=1.C(=O)([O-])[O-].[Cs+].[Cs+].CS(O[CH:43]([C:45]1[CH:54]=[CH:53][C:52]2[C:47](=[CH:48][CH:49]=[CH:50][CH:51]=2)[N:46]=1)[CH3:44])(=O)=O>C(#N)C>[Cl:1][C:2]1[CH:3]=[CH:4][C:5]([CH2:6][N:7]2[C:15]3[C:10](=[CH:11][C:12]([O:16][CH:43]([C:45]4[CH:54]=[CH:53][C:52]5[C:47](=[CH:48][CH:49]=[CH:50][CH:51]=5)[N:46]=4)[CH3:44])=[CH:13][CH:14]=3)[C:9]([S:17][C:18]([CH3:20])([CH3:19])[CH3:21])=[C:8]2[CH2:22][C:23]([CH3:29])([CH3:28])[C:24]([O:26][CH3:27])=[O:25])=[CH:30][CH:31]=1 |f:1.2.3|. Procedure: To a solution of methyl 3-[N-(p-chlorobenzyl)-3-(t-butylthio)-5-hydroxy-indol-2-yl]-2,2-dimethylpropanoate (EP 419,049, Example 1, Step C) (460 mg) in acetonitrile (5 mL) was added solid cesium carbonate (652 mg). To this mixture was added a solution of mesylate from Step B (326 mg) in acetonitrile (3 mL) and stirred at 70° C. for 1 hr. The reaction mixture was poured into 25% NH4OAc (50 mL), extracted with ethyl acetate (2×50 mL), washed with brine (50 mL), and dried (MgSO4). The solution was e... The reactants are CC(=O)O, Cc1ccccc1, CC(C)(C)OC(=O)Nc1nccc(Cl)c1C=O, CC(C)(C)OC(=O)NCCCN. Yields the product CC(C)(C)OC(=O)N1CCCN2C(=O)Nc3nccc(Cl)c3C21. As a reaction SMILES: [C:30]([OH:31])(=[O:32])[CH3:33].[CH3:34][c:35]1[cH:36][cH:37][cH:38][cH:39][cH:40]1.[Cl:1][c:2]1[c:3]([CH:16]=[O:17])[c:4]([NH:8][C:9]([O:10][C:11]([CH3:12])([CH3:13])[CH3:14])=[O:15])[n:5][cH:6][cH:7]1.[NH2:18][CH2:19][CH2:20][CH2:21][NH:22][C:23]([O:24][C:25]([CH3:26])([CH3:27])[CH3:28])=[O:29]>>[Cl:1][c:2]1[c:3]2[c:4]([n:5][cH:6][cH:7]1)[NH:8][C:9](=[O:15])[N:18]1[CH:16]2[N:22]([C:23]([O:24][C:25]([CH3:26])([CH3:27])[CH3:28])=[O:29])[CH2:21][CH2:20][CH2:19]1. Starting materials: CC(C)(C)C1CN(c2nc(CO)cs2)C1O[SiH](c1ccccc1)c1ccccc1, ClCCl. Product: CC(C)(C)C1CN(c2nc(C=O)cs2)C1O[SiH](c1ccccc1)c1ccccc1. Reaction SMILES: [C:1]([CH3:2])([CH3:3])([CH3:4])[CH:5]1[CH:6]([O:16][SiH:17]([c:18]2[cH:19][cH:20][cH:21][cH:22][cH:23]2)[c:24]2[cH:25][cH:26][cH:27][cH:28][cH:29]2)[N:7]([c:9]2[s:10][cH:11][c:12]([CH2:14][OH:15])[n:13]2)[CH2:8]1.[CH2:30]([Cl:31])[Cl:32]>>[C:1]([CH3:2])([CH3:3])([CH3:4])[CH:5]1[CH:6]([O:16][SiH:17]([c:18]2[cH:19][cH:20][cH:21][cH:22][cH:23]2)[c:24]2[cH:25][cH:26][cH:27][cH:28][cH:29]2)[N:7]([c:9]2[s:10][cH:11][c:12]([CH:14]=[O:15])[n:13]2)[CH2:8]1.